Dataset: the Open Reaction Database (ORD), a public repository of structured organic reaction records. Task: describe an organic reaction: reactants, conditions, products, and yield Reactants: NC[C@@H]1[C@H]2C[C@H]2CN1C(=O)C=1N=C(SC1C=1C=C(C=CC1)C)C (((1S,2S,5R)-2-Aminomethyl-3-aza-bicyclo[3.1.0]hex-3-yl)-(2-methyl-5-m-tolyl-thiazol-4-yl)-methanone), CN1C=C(C2=CC=CC=C12)C(=O)O (1-Methyl-1H-indole-3-carboxylic acid). Product: CC=1SC(=C(N1)C(=O)N1[C@@H]([C@H]2C[C@H]2C1)CNC(=O)C1=CN(C2=CC=CC=C12)C)C=1C=C(C=CC1)C (1-Methyl-1H-indole-3-carboxylic Acid[(1S,2S,5R)-3-(2-methyl-5-m-tolyl-thiazole-4-carbonyl)-3-aza-bicyclo[3.1.0]hex-2-ylmethyl]-amide). As a reaction SMILES: [NH2:1][CH2:2][C@H:3]1[N:8]([C:9]([C:11]2[N:12]=[C:13]([CH3:23])[S:14][C:15]=2[C:16]2[CH:17]=[C:18]([CH3:22])[CH:19]=[CH:20][CH:21]=2)=[O:10])[CH2:7][C@H:6]2[C@@H:4]1[CH2:5]2.[CH3:24][N:25]1[C:33]2[C:28](=[CH:29][CH:30]=[CH:31][CH:32]=2)[C:27]([C:34](O)=[O:35])=[CH:26]1>>[CH3:23][C:13]1[S:14][C:15]([C:16]2[CH:17]=[C:18]([CH3:22])[CH:19]=[CH:20][CH:21]=2)=[C:11]([C:9]([N:8]2[CH2:7][C@H:6]3[C@H:4]([CH2:5]3)[C@H:3]2[CH2:2][NH:1][C:34]([C:27]2[C:28]3[C:33](=[CH:32][CH:31]=[CH:30][CH:29]=3)[N:25]([CH3:24])[CH:26]=2)=[O:35])=[O:10])[N:12]=1. Procedure details: prepared by reaction of ((1S,2S,5R)-2-Aminomethyl-3-aza-bicyclo[3.1.0]hex-3-yl)-(2-methyl-5-m-tolyl-thiazol-4-yl)-methanone with 1-Methyl-1H-indole-3-carboxylic acid. LC-MS (basic): tR=0.90 min; [M+H]+=485.4. Starting materials: C(C)(C)NC(C)C (diisopropylamine), C(CCC)[Li] (butyllithium), C(C)(C)O (isopropanol), 2-endo-(+/-)-5-methyl-2-[[[(4-methylphenyl)sulfonyl]oxy]-methyl]-6-oxabicyclo[3.2.1]-octan-4-one, CCOCC (Ether). Run in O1CCCC1 (tetrahydrofuran), hexanes, O1CCCC1 (tetrahydrofuran). Run at temperature -20 celsius, time 4 hour. The product is CC12C(C3CC3C(CO1)C2)=O (6-methyl-7-oxatricyclo[4.2.1.02,4 ]nonan-5one). RXN SMILES: C(N[CH:5]([CH3:7])[CH3:6])(C)C.C([Li])[CH2:9][CH2:10][CH3:11].[CH:13]([OH:16])([CH3:15])[CH3:14].CC[O:19]CC>O1CCCC1>[CH3:14][C:13]12[CH2:6][CH:5]([CH2:7][O:16]1)[CH:10]1[CH:9]([CH2:11]1)[C:15]2=[O:19]. Procedure: To 2.38 ml (0.017 mol) diisopropylamine in 10 ml tetrahydrofuran at -78° C. was added dropwise 6.17 ml (0.015 mol) 2.5M butyllithium in hexanes. The reaction mixture was warmed in -20° C. and then cooled back to -78° C. To this solution was added dropwise 5.0 g (0.015 mol) 2-endo-(+/-)-5-methyl-2-[[[(4-methylphenyl)sulfonyl]oxy]-methyl]-6-oxabicyclo[3.2.1]-octan-4-one in 10 ml tetrahydrofuran. The reaction mixture was allowed to warm to ambient temperature and stirred for four hours. The reactio... Starting materials: BrC1=C(C=C(C#N)C=C1C)C (4-Bromo-3,5-dimethyl benzonitrile), CN(C=O)C (N,N-dimethylformamide), [N-]=[N+]=[N-].[Na+] (sodium azide), [Cl-].[NH4+] (ammonium chloride). Solvent: O (water). Run at temperature 140 celsius. Yields the product BrC1=C(C=C(C=C1C)N1NNC=N1)C (3-(4-Bromo-3,5-dimethyl-phenyl)-1H-tetrazole). Reaction SMILES: [Br:1][C:2]1[C:9]([CH3:10])=[CH:8][C:5](C#N)=[CH:4][C:3]=1[CH3:11].[N-:12]=[N+:13]=[N-:14].[Na+].[Cl-].[NH4+].[CH3:18][N:19](C)C=O>O>[Br:1][C:2]1[C:3]([CH3:11])=[CH:4][C:5]([N:13]2[N:14]=[CH:18][NH:19][NH:12]2)=[CH:8][C:9]=1[CH3:10] |f:1.2,3.4|. Procedure details: 4-Bromo-3,5-dimethyl benzonitrile (3.0 g, 14.3 mmol), sodium azide (2.32 g, 35.7 mmol) and ammonium chloride (2.3 g, 42.84 mmol) are suspended in dry N,N-dimethylformamide and heated at 140° C. for 7 hours. The mixture is allowed to cool to room temperature, diluted with water and the precipitated solid collected by filtration, washed with water and dried to give the title compound (yield 1.74 g). The mother liquor was saturated with sodium chloride and repeatedly extracted with ethyl acetate. T...